The task is: describe an organic reaction: reactants, conditions, products, and yield. This data is from the Open Reaction Database (ORD), a public repository of structured organic reaction records. Reactants: IC=1C=C2C(C(NC2=CC1)=O)=O (5-iodo-1H-indole-2,3-dione), N(N)C(=O)C1=CC=C(C(=O)OC)C=C1 (methyl 4-(hydrazinocarbonyl)benzoate). Run in C(C)(=O)O (acetic acid). Run at temperature 100 celsius. The product is IC=1C=C2C(C(NC2=CC1)=O)=NNC(=O)C1=CC=C(C(=O)OC)C=C1 (Methyl 4-{[2-(5-iodo-2-oxo-1,2-dihydro-3H-indol-3-ylidene)hydrazino]-carbonyl}benzoate). Isolated yield 86.0%. As a reaction SMILES: [I:1][C:2]1[CH:3]=[C:4]2[C:8](=[CH:9][CH:10]=1)[NH:7][C:6](=[O:11])[C:5]2=O.[NH:13]([C:15]([C:17]1[CH:26]=[CH:25][C:20]([C:21]([O:23][CH3:24])=[O:22])=[CH:19][CH:18]=1)=[O:16])[NH2:14]>C(O)(=O)C>[I:1][C:2]1[CH:3]=[C:4]2[C:8](=[CH:9][CH:10]=1)[NH:7][C:6](=[O:11])[C:5]2=[N:14][NH:13][C:15]([C:17]1[CH:26]=[CH:25][C:20]([C:21]([O:23][CH3:24])=[O:22])=[CH:19][CH:18]=1)=[O:16]. Procedure details: Following the general method as outlined in Example 1, into a suspension of 5-iodo-1H-indole-2,3-dione in acetic acid was added methyl 4-(hydrazinocarbonyl)benzoate. After stirring at 100° C., the reaction mixture was cooled to rt and a yellow solid precipitated out. Filtration on a fritté, washing with AcOH, water and drying under vacuo at 60° C. overnight gave 334 mg of the title compound (86%) as a yellow solid in 98.3% purity by HPLC (Rt: 5.21, gradient of 10 min, MaxPlot detection between 2... The reactants are BrC1=C(C=CC(=C1)OC)C(CC1=C(C=CC(=C1)OC)OC)=O (1-(2-Bromo-4-methoxy-phenyl)-2-(2,5-dimethoxy-phenyl)-ethanone), N1[C@@H](CCC1=O)C(=O)O.Cl (Pyr-HCl). Product: BrC1=C(C=CC(=C1)O)C=1OC2=C(C1)C=C(C=C2)O (2-(2-Bromo-4-hydroxy-phenyl)-benzofuran-5-ol). Reaction SMILES: [Br:1][C:2]1[CH:7]=[C:6]([O:8]C)[CH:5]=[CH:4][C:3]=1[C:10](=[O:22])[CH2:11][C:12]1[CH:17]=[C:16]([O:18]C)[CH:15]=[CH:14][C:13]=1OC.N1C(=O)CC[C@H]1C(O)=O.Cl>>[Br:1][C:2]1[CH:7]=[C:6]([OH:8])[CH:5]=[CH:4][C:3]=1[C:10]1[O:22][C:13]2[CH:14]=[CH:15][C:16]([OH:18])=[CH:17][C:12]=2[CH:11]=1 |f:1.2|. Procedure: Compound 101 (1.25 g, 3.4 mmol) was heated at 200° C. with a large excess of Pyr-HCl and followed by TLC for reaction completion (approx 30 min to 1 h). The reaction mixture was allowed to cool to rt and then partitioned between 2 N HCl aq and EtOAc. The organic layer was washed with saturated NaHCO3 aq, brine, and then dried over MgSO4. After filtering, the reaction mixture was concentrated and chromatographed on silica gel (1:1 EtOAc/hexanes) to yield 0.96 g of the desired pdt: Mp=195° C.; 1H ... Reactants: CCOC(=O)c1cn(-c2cccc(-c3cc(F)ccc3OC)c2)cn1, CCO, [K+], [OH-]. Product: COc1ccc(F)cc1-c1cccc(-n2cnc(C(=O)O)c2)c1. RXN SMILES: [CH2:1]([CH3:2])[O:3][C:4](=[O:5])[c:6]1[n:7][cH:8][n:9](-[c:11]2[cH:12][c:13](-[c:17]3[c:18]([O:24][CH3:25])[cH:19][cH:20][c:21]([F:23])[cH:22]3)[cH:14][cH:15][cH:16]2)[cH:10]1.[CH3:28][CH2:29][OH:30].[K+:27].[OH-:26]>>[O:3]=[C:4]([OH:5])[c:6]1[n:7][cH:8][n:9](-[c:11]2[cH:12][c:13](-[c:17]3[c:18]([O:24][CH3:25])[cH:19][cH:20][c:21]([F:23])[cH:22]3)[cH:14][cH:15][cH:16]2)[cH:10]1. Procedure details: Prepared according to the procedure described for example 70 from 5-[(3,5-dichloro-4-pyridyl)sulfanyl]-4-nitro-thiophene-2-carboxylic acid (150 mg, 0.43 mmol) and 8-amino quinoline (74 mg, 0.51 mmol). The title compound was obtained as a yellow solid (20 mg, 10% yield). 1H NMR (400 MHz, d6-DMSO) δ: 10.83 (1H, m), 9.01 (3H, m), 8.83 (1H, m), 8.47 (1H, m), 8.28 (1H, m), 7.82 (1H, m), 7.66 (2H, m), 1.25 (1H, m). MS m/z: 477.23, 479.23 [M+H]+. Starting materials: ClC=1C=NC=C(C1SC1=C(C=C(S1)C(=O)O)[N+](=O)[O-])Cl (5-[(3,5-dichloro-4-pyridyl)sulfanyl]-4-nitro-thiophene-2-carboxylic acid), NC=1C=CC=C2C=CC=NC12 (8-amino quinoline). Product: ClC=1C=NC=C(C1SC1=C(C=C(S1)C(=O)NC=1C=CC=C2C=CC=NC12)[N+](=O)[O-])Cl (5-((3,5-dichloropyridin-4-yl)thio)-4-nitro-N-(quinolin-8-yl)thiophene-2-carboxamide), solid. Yield: 10.0%. As a reaction SMILES: [Cl:1][C:2]1[CH:3]=[N:4][CH:5]=[C:6]([Cl:20])[C:7]=1[S:8][C:9]1[S:13][C:12]([C:14]([OH:16])=O)=[CH:11][C:10]=1[N+:17]([O-:19])=[O:18].[NH2:21][C:22]1[CH:23]=[CH:24][CH:25]=[C:26]2[C:31]=1[N:30]=[CH:29][CH:28]=[CH:27]2>>[Cl:20][C:6]1[CH:5]=[N:4][CH:3]=[C:2]([Cl:1])[C:7]=1[S:8][C:9]1[S:13][C:12]([C:14]([NH:21][C:22]2[CH:23]=[CH:24][CH:25]=[C:26]3[C:31]=2[N:30]=[CH:29][CH:28]=[CH:27]3)=[O:16])=[CH:11][C:10]=1[N+:17]([O-:19])=[O:18]. Starting materials: O.[OH-].[Li+] (lithium hydroxide monohydrate), FC1=C(C=CC=C1)C=1N=NN(C1COC1=NC=C(C(=O)OC)C=C1)C (methyl 6-((4-(2-fluorophenyl)-1-methyl-1H-1,2,3-triazol-5-yl)methoxy)nicotinate). Solvent: O (water), C1CCOC1 (THF). Conditions: time 2 hour. Product: FC1=C(C=CC=C1)C=1N=NN(C1COC1=NC=C(C(=O)O)C=C1)C (6-((4-(2-Fluorophenyl)-1-methyl-1H-1,2,3-triazol-5-yl)methoxy)nicotinic acid). The yield is 74.0%. Reaction SMILES: O.[OH-].[Li+].[F:4][C:5]1[CH:10]=[CH:9][CH:8]=[CH:7][C:6]=1[C:11]1[N:12]=[N:13][N:14]([CH3:28])[C:15]=1[CH2:16][O:17][C:18]1[CH:27]=[CH:26][C:21]([C:22]([O:24]C)=[O:23])=[CH:20][N:19]=1>O.C1COCC1>[F:4][C:5]1[CH:10]=[CH:9][CH:8]=[CH:7][C:6]=1[C:11]1[N:12]=[N:13][N:14]([CH3:28])[C:15]=1[CH2:16][O:17][C:18]1[CH:27]=[CH:26][C:21]([C:22]([OH:24])=[O:23])=[CH:20][N:19]=1 |f:0.1.2|. Procedure details: A solution of lithium hydroxide monohydrate (23 mg, 0.56 mmol) in water (0.8 mL) was added dropwise to a suspension of methyl 6-((4-(2-fluorophenyl)-1-methyl-1H-1,2,3-triazol-5-yl)methoxy)nicotinate (95 mg, 0.28 mmol) in THF (0.8 mL). The reaction mixture was then stirred at room temperature for 2 h. The reaction mixture was then evaporated and the residue dissolved in water, acidified with HCl (1N), and the resulting precipitate filtered off to afford the title product (68 mg, 75%) as a white s...